This data is from the Open Reaction Database (ORD), a public repository of structured organic reaction records. The task is: describe an organic reaction: reactants, conditions, products, and yield Yield: 28.9%. The solvent is ClCCl (dichloromethane). Reaction conditions: temperature 0 celsius. Reported procedure: To a solution of 6-fluoro-9-(2-hydroxy-ethyl)-2,3,4,9-tetrahydro-1H-carbazole-4-carboxylic acid diethylamide (37) (460 mg, 1.4 mmol) in dichloromethane (20 mL) was added pyridine (1.11 g, 14.0 mmol, 1.1 mL). The reaction was cooled to 0° C. and methanesulfonyl chloride (722 mg, 6.3 mmol, 0.5 mL) was added. The reaction was allowed to warm to room temperature overnight. The mixture was washed with 2 N HCl (2×30 mL) and water (2×30 mL), dried and concentrated in vacuo. The crude material was purif... Yields the product C(C)N(C(=O)C1CCCC=2N(C3=CC=C(C=C3C12)F)CCOS(=O)(=O)C)CC (methanesulfonic acid 2-(4-diethylcarbamoyl-6-fluoro-1,2,3,4-tetrahydro-carbazol-9-yl)-ethyl ester). As a reaction SMILES: [CH2:1]([N:3]([CH2:23][CH3:24])[C:4]([CH:6]1[C:18]2[C:17]3[C:12](=[CH:13][CH:14]=[C:15]([F:19])[CH:16]=3)[N:11]([CH2:20][CH2:21][OH:22])[C:10]=2[CH2:9][CH2:8][CH2:7]1)=[O:5])[CH3:2].N1C=CC=CC=1.[CH3:31][S:32](Cl)(=[O:34])=[O:33]>ClCCl>[CH2:23]([N:3]([CH2:1][CH3:2])[C:4]([CH:6]1[C:18]2[C:17]3[C:12](=[CH:13][CH:14]=[C:15]([F:19])[CH:16]=3)[N:11]([CH2:20][CH2:21][O:22][S:32]([CH3:31])(=[O:34])=[O:33])[C:10]=2[CH2:9][CH2:8][CH2:7]1)=[O:5])[CH3:24]. The reactants are C(C)N(C(=O)C1CCCC=2N(C3=CC=C(C=C3C12)F)CCO)CC (6-Fluoro-9-(2-hydroxy-ethyl)-2,3,4,9-tetrahydro-1H-carbazole-4-carboxylic acid diethylamide), N1=CC=CC=C1 (pyridine), CS(=O)(=O)Cl (methanesulfonyl chloride).